Dataset: the Open Reaction Database (ORD), a public repository of structured organic reaction records. Task: describe an organic reaction: reactants, conditions, products, and yield The reactants are N#Cc1ccc(CBr)cc1, O=C([O-])[O-], [Cs+], [Cs+], CN(C)C=O, CCCN(CCC)CCCCNc1ccccc1. Yields the product CCCN(CCC)CCCCN(Cc1ccc(C#N)cc1)c1ccccc1. As a reaction SMILES: [Br:25][CH2:26][c:27]1[cH:28][cH:29][c:30]([C:31]#[N:32])[cH:33][cH:34]1.[C:19](=[O:20])([O-:21])[O-:22].[Cs+:23].[Cs+:24].[O:35]=[CH:36][N:37]([CH3:38])[CH3:39].[c:1]1([NH:7][CH2:8][CH2:9][CH2:10][CH2:11][N:12]([CH2:13][CH2:14][CH3:15])[CH2:16][CH2:17][CH3:18])[cH:2][cH:3][cH:4][cH:5][cH:6]1>>[c:1]1([N:7]([CH2:8][CH2:9][CH2:10][CH2:11][N:12]([CH2:13][CH2:14][CH3:15])[CH2:16][CH2:17][CH3:18])[CH2:26][c:27]2[cH:28][cH:29][c:30]([C:31]#[N:32])[cH:33][cH:34]2)[cH:2][cH:3][cH:4][cH:5][cH:6]1. Reagents/catalysts: C1=CC=C(C=C1)P([C-]2C=CC=C2)C3=CC=CC=C3.C1=CC=C(C=C1)P([C-]2C=CC=C2)C3=CC=CC=C3.Cl[Pd]Cl.[Fe+2] (Pd(dppf)Cl2). As a reaction SMILES: [Si:1]([O:8][CH2:9][CH2:10][CH2:11][N:12]1[C:17](=[O:18])[C:16]2[C:19]([CH:24]([OH:29])[CH2:25][CH:26]([CH3:28])[CH3:27])=[C:20](Cl)[N:21]=[CH:22][C:15]=2[N:14]([CH3:30])[C:13]1=[O:31])([C:4]([CH3:7])([CH3:6])[CH3:5])([CH3:3])[CH3:2].[Cl:32][C:33]1[CH:34]=[C:35](B(O)O)[CH:36]=[CH:37][CH:38]=1.[O-]P([O-])([O-])=O.[K+].[K+].[K+]>O1CCOCC1.O.C1C=CC(P(C2C=CC=CC=2)[C-]2C=CC=C2)=CC=1.C1C=CC(P(C2C=CC=CC=2)[C-]2C=CC=C2)=CC=1.Cl[Pd]Cl.[Fe+2]>[Si:1]([O:8][CH2:9][CH2:10][CH2:11][N:12]1[C:17](=[O:18])[C:16]2[C:19]([CH:24]([OH:29])[CH2:25][CH:26]([CH3:27])[CH3:28])=[C:20]([C:37]3[CH:36]=[CH:35][CH:34]=[C:33]([Cl:32])[CH:38]=3)[N:21]=[CH:22][C:15]=2[N:14]([CH3:30])[C:13]1=[O:31])([C:4]([CH3:7])([CH3:6])[CH3:5])([CH3:2])[CH3:3] |f:2.3.4.5,8.9.10.11|. Isolated yield 25.9%. Run in O1CCOCC1 (dioxane), O (water). The product is [Si](C)(C)(C(C)(C)C)OCCCN1C(N(C2=C(C1=O)C(=C(N=C2)C2=CC(=CC=C2)Cl)C(CC(C)C)O)C)=O (3-(3-(tert-butyldimethylsilyloxy)propyl)-6-(3-chlorophenyl)-5-(1-hydroxy-3-methylbutyl)-1-methylpyrido[3,4-d]pyrimidine-2,4(1H,3H)-dione). The reactants are [Si](C)(C)(C(C)(C)C)OCCCN1C(N(C2=C(C1=O)C(=C(N=C2)Cl)C(CC(C)C)O)C)=O (3-(3-(tert-butyldimethylsilyloxy)propyl)-6-chloro-5-(1-hydroxy-3-methylbutyl)-1-methylpyrido[3,4-d]pyrimidine-2,4(1H,3H)-dione), [Si](C)(C)(C(C)(C)C)OCCCN1C(N(C2=C(C1=O)C(=C(N=C2)Cl)C(CC(C)C)O)C)=O (3-(3-(tert-butyldimethylsilyloxy)propyl)-6-chloro-5-(1-hydroxy-3-methylbutyl)-1-methylpyrido[3,4-d]pyrimidine-2,4(1H,3H)-dione), ClC=1C=C(C=CC1)B(O)O (3-chlorophenyl boronic acid), [O-]P(=O)([O-])[O-].[K+].[K+].[K+] (K3PO4). Procedure details: To a solution of 3-(3-(tert-butyldimethylsilyloxy)propyl)-6-chloro-5-(1-hydroxy-3-methylbutyl)-1-methylpyrido[3,4-d]pyrimidine-2,4(1H,3H)-dione (See Compound 48, step 1, 100 mg, 0.212 mmol), 3-chlorophenyl boronic acid (66 mg, 0.424 mmol), aq. 2M K3PO4 (0.53 ml, 1.06 mmol) in dioxane (1 mL) and water (0.2 mL) was added Pd(dppf)Cl2 (5 mg, 0.0068 mmol). The reaction was degassed with nitrogen (3×), heated at 120° C. (MW) for 1.5 h, cooled to RT, diluted with EA (2 mL) and water (2 mL) then filtere... Reactants: O=C([O-])[O-], CCCOc1ccccc1CCCOS(C)(=O)=O, CCOC(C)=O, [K+], [K+], CN(C)C=O, COC(=O)C1=Cc2cc(O)ccc2S(=O)(=O)CC1. Product: CCCOc1ccccc1CCCOc1ccc2c(c1)C=C(C(=O)OC)CCS2(=O)=O. RXN SMILES: [C:37](=[O:38])([O-:39])[O-:40].[CH3:19][S:20]([O:21][CH2:24][CH2:25][CH2:26][c:27]1[c:28]([O:33][CH2:34][CH2:35][CH3:36])[cH:29][cH:30][cH:31][cH:32]1)(=[O:22])=[O:23].[CH3:48][CH2:49][O:50][C:51](=[O:52])[CH3:53].[K+:41].[K+:42].[O:43]=[CH:44][N:45]([CH3:46])[CH3:47].[OH:1][c:2]1[cH:3][cH:4][c:5]2[c:6]([cH:18]1)[CH:7]=[C:8]([C:14](=[O:15])[O:16][CH3:17])[CH2:9][CH2:10][S:11]2(=[O:12])=[O:13]>>[O:1]([c:2]1[cH:3][cH:4][c:5]2[c:6]([cH:18]1)[CH:7]=[C:8]([C:14](=[O:15])[O:16][CH3:17])[CH2:9][CH2:10][S:11]2(=[O:12])=[O:13])[CH2:24][CH2:25][CH2:26][c:27]1[c:28]([O:33][CH2:34][CH2:35][CH3:36])[cH:29][cH:30][cH:31][cH:32]1. Starting materials: FC1=C(C(=CC=C1)F)N1C(C=CC2=C1N=C(N=C2C=2C=C(C(=O)O)C=CC2C)SC)=O (3-[8-(2,6-difluorophenyl)-2-(methylthio)-7-oxo-7,8-dihydropyrido[2,3-d]pyrimidin-4-yl]-4-methylbenzoic acid), CN(CCN)C (N,N-dimethyl-1,2-ethanediamine), CC(C)N (2-propanamine), amide. The product is FC1=C(C(=CC=C1)F)N1C(C=CC2=C1N=C(N=C2C=2C=C(C(=O)NC(C)C)C=CC2C)NCCN(C)C)=O (3-(8-(2,6-difluorophenyl)-2-{[2-(dimethylamino)ethyl]amino}-7-oxo-7,8-dihydropyrido[2,3-d]pyrimidin-4-yl)-4-methyl-N-(1-methylethyl)benzamide). RXN SMILES: [F:1][C:2]1[CH:7]=[CH:6][CH:5]=[C:4]([F:8])[C:3]=1[N:9]1[C:14]2[N:15]=[C:16](SC)[N:17]=[C:18]([C:19]3[CH:20]=[C:21]([CH:25]=[CH:26][C:27]=3[CH3:28])[C:22]([OH:24])=O)[C:13]=2[CH:12]=[CH:11][C:10]1=[O:31].[CH3:32][CH:33]([NH2:35])[CH3:34].[CH3:36][N:37]([CH3:41])[CH2:38][CH2:39][NH2:40]>>[F:1][C:2]1[CH:7]=[CH:6][CH:5]=[C:4]([F:8])[C:3]=1[N:9]1[C:14]2[N:15]=[C:16]([NH:40][CH2:39][CH2:38][N:37]([CH3:41])[CH3:36])[N:17]=[C:18]([C:19]3[CH:20]=[C:21]([CH:25]=[CH:26][C:27]=3[CH3:28])[C:22]([NH:35][CH:33]([CH3:34])[CH3:32])=[O:24])[C:13]=2[CH:12]=[CH:11][C:10]1=[O:31]. Reported procedure: The title compound was prepared from 3-[8-(2,6-difluorophenyl)-2-(methylthio)-7-oxo-7,8-dihydropyrido[2,3-d]pyrimidin-4-yl]-4-methylbenzoic acid by following the procedures in Example 19 using 2-propanamine for the amide formation and N,N-dimethyl-1,2-ethanediamine for the displacement reaction. LC-MS (ES) m/z 521 (M+H)+; 1H-NMR(MeOD) δ 1.26 (d, 6H), 2.12 (s, 6H), 2.30 (m, 2H), 2.36 (m, 5H), 3.27 (m, 2H), 4.23 (m, 1H), 6.38 (d, 1H), 7.25 (m, 2H), 7.44 (d, 1H), 7.49 (d, 1H), 7.59 (m, 1H), 7.79 (s... Starting materials: FC(C1=CC=C(C=C1)C=1C=C(C=CC1)S(=O)(=O)Cl)(F)F ({3-[4-(trifluoromethyl)phenyl]phenyl}sulfonyl chloride), NC=1C=C(C=CC1)C1=NN=NN1 (5-(3-amino-phenyl)tetrazole). The product is N1N=NN=C1C=1C=C(C=CC1)NS(=O)(=O)C1=CC(=CC=C1)C1=CC=C(C=C1)C(F)(F)F (N-[3-(1H-Tetrazol-5-yl)phenyl]-3-[4-(trifluoromethyl)phenyl]benzenesulfonamide). Isolated yield 64.2%. Reaction SMILES: [F:1][C:2]([F:20])([F:19])[C:3]1[CH:8]=[CH:7][C:6]([C:9]2[CH:10]=[C:11]([S:15](Cl)(=[O:17])=[O:16])[CH:12]=[CH:13][CH:14]=2)=[CH:5][CH:4]=1.[NH2:21][C:22]1[CH:23]=[C:24]([C:28]2[NH:32][N:31]=[N:30][N:29]=2)[CH:25]=[CH:26][CH:27]=1>>[NH:32]1[C:28]([C:24]2[CH:23]=[C:22]([NH:21][S:15]([C:11]3[CH:12]=[CH:13][CH:14]=[C:9]([C:6]4[CH:7]=[CH:8][C:3]([C:2]([F:20])([F:19])[F:1])=[CH:4][CH:5]=4)[CH:10]=3)(=[O:17])=[O:16])[CH:27]=[CH:26][CH:25]=2)=[N:29][N:30]=[N:31]1. Procedure: The product was synthesized according to General Procedure 1, described in Example 1, starting with {3-[4-(trifluoromethyl)phenyl]phenyl}sulfonyl chloride (17.6 mg, 0.055 mmol) and 5-(3-amino-phenyl)tetrazole (8 mg, 0.05 mmol) yielding 14.3 mg (64%) of the title compound. MS (ESI+) calcd for C20H14F3N5O2S 445.082030, found 445.081660. The reactants are [N+](=O)([O-])C=1C=C(C=CC1)C=1C2=C(N=CN1)N(C=C2C(=O)OCC)COCC[Si](C)(C)C (ethyl 4-(3-nitrophenyl)-7-((2-(trimethylsilyl)ethoxy)methyl)-7H-pyrrolo[2,3-d]pyrimidine-5-carboxylate), [Li+].[OH-] (LiOH). The solvent is CO (methanol). Reaction conditions: temperature 60 celsius, time 17 hour. Yields the product [N+](=O)([O-])C=1C=C(C=CC1)C=1C2=C(N=CN1)N(C=C2C(=O)O)COCC[Si](C)(C)C (4-(3-nitrophenyl)-7-((2-(trimethylsilyl)ethoxy)methyl)-7H-pyrrolo[2,3-d]pyrimidine-5-carboxylic acid). As a reaction SMILES: [N+:1]([C:4]1[CH:5]=[C:6]([C:10]2[C:11]3[C:18]([C:19]([O:21]CC)=[O:20])=[CH:17][N:16]([CH2:24][O:25][CH2:26][CH2:27][Si:28]([CH3:31])([CH3:30])[CH3:29])[C:12]=3[N:13]=[CH:14][N:15]=2)[CH:7]=[CH:8][CH:9]=1)([O-:3])=[O:2].[Li+].[OH-]>CO>[N+:1]([C:4]1[CH:5]=[C:6]([C:10]2[C:11]3[C:18]([C:19]([OH:21])=[O:20])=[CH:17][N:16]([CH2:24][O:25][CH2:26][CH2:27][Si:28]([CH3:31])([CH3:30])[CH3:29])[C:12]=3[N:13]=[CH:14][N:15]=2)[CH:7]=[CH:8][CH:9]=1)([O-:3])=[O:2] |f:1.2|. Procedure details: To a solution of ethyl 4-(3-nitrophenyl)-7-((2-(trimethylsilyl)ethoxy)methyl)-7H-pyrrolo[2,3-d]pyrimidine-5-carboxylate (2.00 g, 4.52 mmol) in methanol (5 mL) was added LiOH (500 mg, 20.9 mmol). The resulting solution was stirred for 17 hours at 60° C., concentrated in vacuo, and extracted with ethyl acetate (×3). The combined organic layers were washed with brine, dried over sodium sulfate, filtered, and concentrated in vacuo to afford 4-(3-nitrophenyl)-7-((2-(trimethylsilyl)ethoxy)methyl)-7H-p... Reactants: O=C/C(=C/C(=O)OCC)/C (Ethyl 4-oxo-3-methylcrotonate). Solvent: CO (methanol). Yields the product O=CC(CC(=O)OCC)C (ethyl 4-oxo-3-methylbutyrate). RXN SMILES: [O:1]=[CH:2]/[C:3](/[CH3:10])=[CH:4]/[C:5]([O:7][CH2:8][CH3:9])=[O:6]>CO>[O:1]=[CH:2][CH:3]([CH3:10])[CH2:4][C:5]([O:7][CH2:8][CH3:9])=[O:6]. Procedure details: In another example, an all-trans-13,14-dihydroretinol can be synthesized as follows. All reagents can be purchased from Sigma or Fluka and used without additional purification. Solvents can be dried under standard procedures prior to use. All operations with retinoids may be performed under dim red light unless otherwise specified. B-Ionone can be condensed with triethyl phosphonoacetate in anhydrous tetrahydrofuran in the presence of NaH to give ethyl trans-β-ionylideneacetate. This ester may t... Starting materials: solid, BrC1=CC(=CC=2C(=C3N(C12)CCNC3=O)C)C#N (6-bromo-10-methyl-1-oxo-1,2,3,4-tetrahydro-pyrazino[1,2-a]indole-8-carbonitrile), BrC1=CC(=CC=2C(=C3N(C12)CCNC3=O)C)C#N (6-bromo-10-methyl-1-oxo-1,2,3,4-tetrahydro-pyrazino[1,2-a]indole-8-carbonitrile), ClC1=CC(=C(C=C1)B(O)O)F (4-chloro-2-fluoro-phenylboronic acid). The product is ClC1=CC(=C(C=C1)C1=CC(=CC=2C(=C3N(C12)CCNC3=O)C)C#N)F (6-(4-Chloro-2-fluoro-phenyl)-10-methyl-1-oxo-1,2,3,4-tetrahydro-pyrazino[1,2-a]indole-8-carbonitrile). As a reaction SMILES: Br[C:2]1[C:10]2[N:9]3[CH2:11][CH2:12][NH:13][C:14](=[O:15])[C:8]3=[C:7]([CH3:16])[C:6]=2[CH:5]=[C:4]([C:17]#[N:18])[CH:3]=1.[Cl:19][C:20]1[CH:25]=[CH:24][C:23](B(O)O)=[C:22]([F:29])[CH:21]=1>>[Cl:19][C:20]1[CH:25]=[CH:24][C:23]([C:2]2[C:10]3[N:9]4[CH2:11][CH2:12][NH:13][C:14](=[O:15])[C:8]4=[C:7]([CH3:16])[C:6]=3[CH:5]=[C:4]([C:17]#[N:18])[CH:3]=2)=[C:22]([F:29])[CH:21]=1. Procedure details: The title compound, off-white solid (66 mg, 75%), MS (ISP) m/z=354.5 [(M+H)+], mp 270° C., was prepared in accordance with the general method of example 1 from 6-bromo-10-methyl-1-oxo-1,2,3,4-tetrahydro-pyrazino[1,2-a]indole-8-carbonitrile (intermediate 16) (76 mg, 0.25 mmol) and commercially available 4-chloro-2-fluoro-phenylboronic acid (56.7 mg, 0.325 mmol). Reactants: C1(=CC=CC=C1)OC(NC=1SC=2C(=NC=C(C2N1)OC)N1CCOCC1)=O ((7-methoxy-4-morpholin-4-yl-thiazolo[5,4-c]pyridin-2-yl)-carbamic acid phenyl ester), FC(C(=O)O)(F)F.CC1(CCNCC1)CO ((4-methyl-piperidin-4-yl)-methanol trifluoroacetate), C(C)(C)N(C(C)C)CC (N,N-diisopropylethylamine). The solvent is ClC(C)Cl (dichloroethane), O1CCCC1 (tetrahydrofuran). The product is COC=1C2=C(C(=NC1)N1CCOCC1)SC(=N2)NC(=O)N2CCC(CC2)(C)CO (4-Hydroxymethyl-4-methyl-piperidine-1-carboxylic acid (7-methoxy-4-morpholin-4-yl-thiazolo[5,4-c]pyridin-2-yl)-amide). Reaction SMILES: C1(O[C:8](=[O:27])[NH:9][C:10]2[S:11][C:12]3[C:13]([N:21]4[CH2:26][CH2:25][O:24][CH2:23][CH2:22]4)=[N:14][CH:15]=[C:16]([O:19][CH3:20])[C:17]=3[N:18]=2)C=CC=CC=1.FC(F)(F)C(O)=O.[CH3:35][C:36]1([CH2:42][OH:43])[CH2:41][CH2:40][NH:39][CH2:38][CH2:37]1.C(N(CC)C(C)C)(C)C>ClC(Cl)C.O1CCCC1>[CH3:20][O:19][C:16]1[C:17]2[N:18]=[C:10]([NH:9][C:8]([N:39]3[CH2:40][CH2:41][C:36]([CH2:42][OH:43])([CH3:35])[CH2:37][CH2:38]3)=[O:27])[S:11][C:12]=2[C:13]([N:21]2[CH2:22][CH2:23][O:24][CH2:25][CH2:26]2)=[N:14][CH:15]=1 |f:1.2|. Procedure details: From (7-methoxy-4-morpholin-4-yl-thiazolo[5,4-c]pyridin-2-yl)-carbamic acid phenyl ester with (4-methyl-piperidin-4-yl)-methanol trifluoroacetate and N,N-diisopropylethylamine in dichloroethane and tetrahydrofuran. ES-MS m/e (%): 422 (M+H+, 100).